Dataset: the Open Reaction Database (ORD), a public repository of structured organic reaction records. Task: describe an organic reaction: reactants, conditions, products, and yield The reactants are C(CCCCCCC\C=C/CCCCCCCC)(=O)O (oleic acid), C(C(=O)[O-])(=O)[O-].[Ag+2] (Silver oxalate). Product: C(CCCCCCC\C=C/CCCCCCCC)(=O)[O-] (oleate), [Ag] (silver), Ag. The yield is 10.0%. RXN SMILES: C([O-])(=O)C([O-])=O.[Ag+2:7].[C:8]([OH:27])(=[O:26])[CH2:9][CH2:10][CH2:11][CH2:12][CH2:13][CH2:14][CH2:15]/[CH:16]=[CH:17]\[CH2:18][CH2:19][CH2:20][CH2:21][CH2:22][CH2:23][CH2:24][CH3:25]>>[C:8]([O-:27])(=[O:26])[CH2:9][CH2:10][CH2:11][CH2:12][CH2:13][CH2:14][CH2:15]/[CH:16]=[CH:17]\[CH2:18][CH2:19][CH2:20][CH2:21][CH2:22][CH2:23][CH2:24][CH3:25].[Ag:7] |f:0.1|. Procedure details: An oleate coated silver powder was synthesized as follows: Silver oxalate (doped with 1% copper for heat stabilization) (20 g) is slurried into oleic acid (250 mL) by stirring with a magnetic stir bar. The solution is then heated on a hot plate with stirring to 185° C. for 90 minutes. The solution is then allowed to cool to room temperature and the dark gray precipitate settles to the bottom. The solvent is then carefully removed by pipette from the top of the precipitate. Then to remove the rem...